From a dataset of the Open Reaction Database (ORD), a public repository of structured organic reaction records. describe an organic reaction: reactants, conditions, products, and yield Reactants: O=C(CCl)CCCCCl, c1ccc(P(c2ccccc2)c2ccccc2)cc1, c1ccccc1. The product is O=C(CCCCCl)C[P+](c1ccccc1)(c1ccccc1)c1ccccc1, [Cl-]. As a reaction SMILES: [Cl:1][CH2:2][C:3]([CH2:4][CH2:5][CH2:6][CH2:7][Cl:8])=[O:9].[c:10]1([P:16]([c:17]2[cH:18][cH:19][cH:20][cH:21][cH:22]2)[c:23]2[cH:24][cH:25][cH:26][cH:27][cH:28]2)[cH:11][cH:12][cH:13][cH:14][cH:15]1.[cH:29]1[cH:30][cH:31][cH:32][cH:33][cH:34]1>>[CH2:2]([C:3]([CH2:4][CH2:5][CH2:6][CH2:7][Cl:8])=[O:9])[P+:16]([c:10]1[cH:11][cH:12][cH:13][cH:14][cH:15]1)([c:17]1[cH:18][cH:19][cH:20][cH:21][cH:22]1)[c:23]1[cH:24][cH:25][cH:26][cH:27][cH:28]1.[Cl-:1]. The reactants are CN1C(=O)CNC(c2ccccc2)c2cc(Cl)ccc21, CC(C)=O, CC1CCC(C(C)C)C(OC(=O)Cl)C1. Yields the product CC1CCC(C(C)C)C(OC(=O)N2CC(=O)N(C)c3ccc(Cl)cc3C2c2ccccc2)C1. Reaction SMILES: [CH3:15][N:16]1[C:17](=[O:34])[CH2:18][NH:19][CH:20]([c:28]2[cH:29][cH:30][cH:31][cH:32][cH:33]2)[c:21]2[c:22]1[cH:23][cH:24][c:25]([Cl:27])[cH:26]2.[CH3:35][C:36](=[O:37])[CH3:38].[CH:1]1([CH3:14])[CH2:2][CH:3]([O:10][C:11](=[O:12])[Cl:13])[CH:4]([CH:7]([CH3:8])[CH3:9])[CH2:5][CH2:6]1>>[CH:1]1([CH3:14])[CH2:2][CH:3]([O:10][C:11](=[O:12])[N:19]2[CH2:18][C:17](=[O:34])[N:16]([CH3:15])[c:22]3[c:21]([cH:26][c:25]([Cl:27])[cH:24][cH:23]3)[CH:20]2[c:28]2[cH:29][cH:30][cH:31][cH:32][cH:33]2)[CH:4]([CH:7]([CH3:8])[CH3:9])[CH2:5][CH2:6]1. Starting materials: N12C[C@@H](C(CC1)CC2)OC(N(CC2=CC=CC=C2)C2=CC(=CC=C2)OCCCCCCCCC2OCCO2)=O ((R)-quinuclidin-3-yl(3-(8-(1,3-dioxolan-2-yl)octyloxy)phenyl)(phenyl)methylcarbamate), C1CCOC1 (THF), C([O-])([O-])=O.[K+].[K+] (potassium carbonate). Run in Cl (hydrochloric acid). Reaction conditions: time 3 hour. Product: N12C[C@@H](C(CC1)CC2)OC(N(CC2=CC(=CC=C2)OCCCCCCCCC=O)C2=CC=CC=C2)=O ((R)-Quinuclidin-3-yl(3-(9-oxononyloxy)phenyl)(phenyl)-methylcarbamate). RXN SMILES: [N:1]12[CH2:8][CH2:7][CH:4]([CH2:5][CH2:6]1)[C@@H:3]([O:9][C:10](=[O:39])[N:11]([C:19]1[CH:24]=[CH:23][CH:22]=[C:21](OCCCCCCCCC3OCCO3)[CH:20]=1)[CH2:12][C:13]1[CH:18]=CC=[CH:15][CH:14]=1)[CH2:2]2.[C:40](=[O:43])([O-])[O-].[K+].[K+].[CH2:46]1[CH2:50][O:49][CH2:48][CH2:47]1>Cl>[N:1]12[CH2:6][CH2:5][CH:4]([CH2:7][CH2:8]1)[C@@H:3]([O:9][C:10](=[O:39])[N:11]([C:19]1[CH:20]=[CH:21][CH:22]=[CH:23][CH:24]=1)[CH2:12][C:13]1[CH:14]=[CH:15][CH:46]=[C:50]([O:49][CH2:48][CH2:47][CH2:23][CH2:24][CH2:19][CH2:20][CH2:21][CH2:22][CH:40]=[O:43])[CH:18]=1)[CH2:2]2 |f:1.2.3|. Procedure details: To a stirred solution of (R)-quinuclidin-3-yl(3-(8-(1,3-dioxolan-2-yl)octyloxy)phenyl)(phenyl)methylcarbamate (0.66 g, 1.23 mmol) in THF (10 mL), 2M hydrochloric acid was added (20 mL). The reaction mixture was stirred at RT for 3 hours. To the reaction mixture was added 10% aqueous potassium carbonate, and the mixture extracted with DCM (×3). The combined organic extracts were washed poured through a hydrophobic cartridge, and concentrated under reduced pressure to afford the title compound (0.... Starting materials: CN(CCO)C (N,N-Dimethylethanolamine), Cl (hydrochloric acid), [Li]CCCC (BuLi), ClC1=C(C=NC=C1)C1CC1 (4-chloro-3-cyclopropylpyridine), C(=O)=O (carbon dioxide), C(=O)=O (dry ice). Solvent: C(C)OCC (diethylether), aqueous solution, CCCCCC (Hexane), CCCCCC (Hexane), C1(=CC=CC=C1)C (toluene). Conditions: temperature -15 celsius, time 15 minute. Product: ClC1=CC(=NC=C1C1CC1)C(=O)O (4-Chloro-5-cyclopropyl-pyridine-2-carboxylic acid). Yield: 53.0%. RXN SMILES: CN(C)CCO.[Li]CCCC.[Cl:12][C:13]1[CH:18]=[CH:17][N:16]=[CH:15][C:14]=1[CH:19]1[CH2:21][CH2:20]1.[C:22](=[O:24])=[O:23].Cl>CCCCCC.C1(C)C=CC=CC=1.C(OCC)C>[Cl:12][C:13]1[C:14]([CH:19]2[CH2:21][CH2:20]2)=[CH:15][N:16]=[C:17]([C:22]([OH:24])=[O:23])[CH:18]=1. Procedure details: To a solution of N,N-Dimethylethanolamine (CAN 108-01-0, 1.89 g, 2.13 ml, 21.2 mmol) in dry Hexane (40 ml) under an argon atmosphere at −15° C. was slowly added BuLi 1.6M in Hexane (26.4 ml, 42.3 mmol). The reaction mixture was stirred at −15° C. for 15 minutes, then reaction mixture was cooled down to −78° C. followed by addition of a solution of 4-chloro-3-cyclopropylpyridine (Example 48a, 1.3 g, 8.46 mmol) in dry toluene (9 ml). The resulting reaction mixture was stirred at −78° C. for 1 hour... Reactants: C(C1=CC=CC=C1)OC=1C=C(C=CC1)C(C1=NC=CN=C1Cl)NC(=O)C1CC(C1)=C (3-Methylenecyclobutanecarboxylic acid [(3-benzyloxyphenyl)-(3-chloropyrazin-2-yl)methyl]amide), Cl.C(C1=CC=CC=C1)OC=1C=C(C=CC1)C(C1=NC=CN=C1Cl)N (C-(3-benzyloxyphenyl)-C-(3-chloropyrazin-2-yl)methylamine hydrochloride), C=C1CC(C1)C(=O)O (3-methylenecyclobutanecarboxylic acid), C(CCl)Cl (EDC), C=1C=CC2=C(C1)N=NN2O (HOBt), CCN(C(C)C)C(C)C (iPr2NEt). Run in C(Cl)Cl (methylene dichloride), C(C)(=O)OCC (ethyl acetate). Reaction conditions: time 8 hour. Yields the product NC=1C=2N(C=CN1)C(=NC2C2=CC(=CC=C2)OCC2=CC=CC=C2)C2CC(C2)CO ({3-[8-Amino-1-(3-benzyloxyphenyl)-imidazo[1,5-a]pyrazin-3-yl]cyclobutyl}methanol). Reaction SMILES: [CH2:1]([O:8][C:9]1[CH:10]=[C:11]([CH:15]([NH:23]C(C2CC(=C)C2)=O)[C:16]2[C:21](Cl)=[N:20][CH:19]=[CH:18][N:17]=2)[CH:12]=[CH:13][CH:14]=1)[C:2]1[CH:7]=[CH:6][CH:5]=[CH:4][CH:3]=1.Cl.[CH2:32]([O:39]C1C=C(C(N)C2C(Cl)=NC=CN=2)C=CC=1)[C:33]1[CH:38]=[CH:37][CH:36]=C[CH:34]=1.CC[N:57](C(C)C)C(C)C.C=C1CC(C(O)=O)C1.C(Cl)CCl.C1C=CC2N(O)N=NC=2C=1>C(Cl)Cl.C(OCC)(=O)C>[NH2:57][C:21]1[C:16]2[N:17]([C:36]([CH:37]3[CH2:34][CH:33]([CH2:32][OH:39])[CH2:38]3)=[N:23][C:15]=2[C:11]2[CH:12]=[CH:13][CH:14]=[C:9]([O:8][CH2:1][C:2]3[CH:7]=[CH:6][CH:5]=[CH:4][CH:3]=3)[CH:10]=2)[CH:18]=[CH:19][N:20]=1 |f:1.2|. Procedure: 3-Methylenecyclobutanecarboxylic acid [(3-benzyloxyphenyl)-(3-chloropyrazin-2-yl)methyl]amide: To a suspension of C-(3-benzyloxyphenyl)-C-(3-chloropyrazin-2-yl)methylamine hydrochloride (724 mg, 2.0 mol) in methylene dichloride (10 mL) was added iPr2NEt (1.7 mL, 10.0 mmol), at which time the solid dissolved. The reaction was charged with 3-methylenecyclobutanecarboxylic acid (560 mg, 5.0 mmol), EDC (1.15 g, 6.0 mmol) and HOBt (270 mg, 2.0 mmol) and the resulting mixture was stirred at rt overnig... Reactants: [Cl-].[Na+] (sodium chloride), COS(=O)(=O)[O-].C[N+]1(CCCC1)CC(C)N1C2=CC=CC=C2SC=2C=CC(=CC12)C(NCCC)=O (1-methyl-1-[2-(2-propylcarbamoyl-10-phenothiazinyl)propyl]pyrrolidinium methylsulphate). Solvent: C(C)#N (acetonitrile), O (water), C(C)OCC (diethyl ether). Reaction conditions: temperature 0 celsius. Product: [Cl-].C[N+]1(CCCC1)CC(C)N1C2=CC=CC=C2SC=2C=CC(=CC12)C(NCCC)=O (1-Methyl-1-[2-(2-propylcarbamoyl-10-phenothiazinyl)propyl]pyrrolidinium chloride). Reaction SMILES: [Cl-:1].[Na+].COS([O-])(=O)=O.[CH3:9][N+:10]1([CH2:15][CH:16]([N:18]2[C:31]3[CH:30]=[C:29]([C:32](=[O:37])[NH:33][CH2:34][CH2:35][CH3:36])[CH:28]=[CH:27][C:26]=3[S:25][C:24]3[C:19]2=[CH:20][CH:21]=[CH:22][CH:23]=3)[CH3:17])[CH2:14][CH2:13][CH2:12][CH2:11]1>O.C(#N)C.C(OCC)C>[Cl-:1].[CH3:9][N+:10]1([CH2:15][CH:16]([N:18]2[C:31]3[CH:30]=[C:29]([C:32](=[O:37])[NH:33][CH2:34][CH2:35][CH3:36])[CH:28]=[CH:27][C:26]=3[S:25][C:24]3[C:19]2=[CH:20][CH:21]=[CH:22][CH:23]=3)[CH3:17])[CH2:11][CH2:12][CH2:13][CH2:14]1 |f:0.1,2.3,7.8|. Reported procedure: A saturated aqueous sodium chloride solution (35 cc) is added in the course of 10 minutes with stirring at 20° C. to a solution of 1-methyl-1-[2-(2-propylcarbamoyl-10-phenothiazinyl)propyl]pyrrolidinium methylsulphate, L series (6.15 g), in distilled water (10 cc). The oil formed is then allowed to settle, the mixture is cooled to a temperature in the region of 0° C. for 90 minutes and the supernatant is thereafter removed. The yellow oil is taken up in distilled water (3.5 cc) and saturated aqu... The reactants are CO, COC(=O)c1cc(Oc2nc3cc(C#Cc4ccccc4F)c(Cl)cc3[nH]2)ccc1C, [Na+], [OH-], O. The product is Cc1ccc(Oc2nc3cc(C#Cc4ccccc4F)c(Cl)cc3[nH]2)cc1C(=O)O. As a reaction SMILES: [CH3:34][OH:35].[Cl:1][c:2]1[c:3]([C:23]#[C:24][c:25]2[c:26]([F:31])[cH:27][cH:28][cH:29][cH:30]2)[cH:4][c:5]2[c:6]([nH:7][c:8]([O:10][c:11]3[cH:12][cH:13][c:14]([CH3:21])[c:15]([C:16](=[O:17])[O:18][CH3:19])[cH:20]3)[n:9]2)[cH:22]1.[Na+:33].[OH-:32].[OH2:36]>>[Cl:1][c:2]1[c:3]([C:23]#[C:24][c:25]2[c:26]([F:31])[cH:27][cH:28][cH:29][cH:30]2)[cH:4][c:5]2[c:6]([nH:7][c:8]([O:10][c:11]3[cH:12][cH:13][c:14]([CH3:21])[c:15]([C:16](=[O:17])[OH:18])[cH:20]3)[n:9]2)[cH:22]1. Starting materials: C=CCCCO, ClCCl, O=S(=O)(Cl)Cl, c1ccccc1, c1ccncc1. Product: C=CCCCOS(=O)(=O)c1ccccc1. As a reaction SMILES: [CH2:1]([CH2:2][CH2:3][CH:4]=[CH2:5])[OH:6].[Cl:24][CH2:25][Cl:26].[S:13](=[O:14])(=[O:15])([Cl:16])[Cl:17].[cH:18]1[cH:19][cH:20][cH:21][cH:22][cH:23]1.[cH:7]1[cH:8][cH:9][n:10][cH:11][cH:12]1>>[CH2:1]([CH2:2][CH2:3][CH:4]=[CH2:5])[O:6][S:13](=[O:14])(=[O:15])[c:18]1[cH:19][cH:20][cH:21][cH:22][cH:23]1. Starting materials: COC=1C=C(C=CC1OC)C1=CC=C(O1)C=O (5-(3,4-Dimethoxyphenyl)furaldehyde), Cl.NO (hydroxylamine hydrochloride), C(C)(=O)[O-].[Na+] (sodium acetate). Run in #32, O (water). Yields the product COC=1C=C(C=CC1OC)C1=CC=C(O1)C=NO (5-(3,4-Dimethoxyphenyl)furylformaldoxime). Reaction SMILES: [CH3:1][O:2][C:3]1[CH:4]=[C:5]([C:11]2[O:15][C:14]([CH:16]=O)=[CH:13][CH:12]=2)[CH:6]=[CH:7][C:8]=1[O:9][CH3:10].Cl.[NH2:19][OH:20].C([O-])(=O)C.[Na+]>O>[CH3:1][O:2][C:3]1[CH:4]=[C:5]([C:11]2[O:15][C:14]([CH:16]=[N:19][OH:20])=[CH:13][CH:12]=2)[CH:6]=[CH:7][C:8]=1[O:9][CH3:10] |f:1.2,3.4|. Procedure details: 5-(3,4-Dimethoxyphenyl)furaldehyde (100 g, 0.43 mole), hydroxylamine hydrochloride (59.9 g, 0.86 mole) and anhydrous sodium acetate (70.69 g) was treated with solution of water (150 ml) in SDA #32 (2200 ml). The reaction mixture was heated at reflux for 6 hours. The mixture was filtered hot and the filtrate chilled. The intermediate was collected and used without further purification in Part B; 38 g (36%), m.p. 148°. Reactants: O (water), Cl (HCl), O (water), C(C)(C)(C)OC(=O)N[C@@]1([C@@H]2[C@H]([C@@H]2[C@@H]([C@H]1OCC1=CC(=C(C=C1)Cl)Cl)O)C(=O)OC(C)(C)C)C(=O)OC(C)(C)C (di-tert-butyl (1S,2R,3S,4S,5R,6R)-2-[(tert-butoxycarbonyl)amino]-3-[(3,4-dichlorobenzyl)oxy]-4-hydroxybicyclo[3.1.0]hexane-2,6-dicarboxylate). Solvent: O1CCOCC1 (1,4-dioxane). Run at temperature 100 celsius, time 4.5 hour. Product: Cl.N[C@@]1([C@@H]2[C@H]([C@@H]2[C@@H]([C@H]1OCC1=CC(=C(C=C1)Cl)Cl)O)C(=O)O)C(=O)O ((1S,2R,3S,4S,5R,6R)-2-Amino-3-[(3,4-dichlorobenzyl)oxy]-4-hydroxybicyclo[3.1.0]hexane-2,6-dicarboxylic acid hydrochloride). Isolated yield 186.3%. Reaction SMILES: O.Cl.C(OC([NH:10][C@@:11]1([C:35]([O:37]C(C)(C)C)=[O:36])[C@H:16]([O:17][CH2:18][C:19]2[CH:24]=[CH:23][C:22]([Cl:25])=[C:21]([Cl:26])[CH:20]=2)[C@@H:15]([OH:27])[C@@H:14]2[C@H:12]1[C@H:13]2[C:28]([O:30]C(C)(C)C)=[O:29])=O)(C)(C)C>O1CCOCC1>[ClH:25].[NH2:10][C@@:11]1([C:35]([OH:37])=[O:36])[C@H:16]([O:17][CH2:18][C:19]2[CH:24]=[CH:23][C:22]([Cl:25])=[C:21]([Cl:26])[CH:20]=2)[C@@H:15]([OH:27])[C@@H:14]2[C@H:12]1[C@H:13]2[C:28]([OH:30])=[O:29] |f:4.5|. Procedure details: A mixture of water (430 mL) and 37% HCl in water (299.9 mL, 3.65 mol) is added to a suspension of di-tert-butyl (1S,2R,3S,4S,5R,6R)-2-[(tert-butoxycarbonyl)amino]-3-[(3,4-dichlorobenzyl)oxy]-4-hydroxybicyclo[3.1.0]hexane-2,6-dicarboxylate (215 g, 365.3 mmol) in 1,4-dioxane (73.1 mL). The resulting slurry is stirred at 100° C. for 4.5 hours, cooled to 25° C. and concentrated in vacuo to provide a white solid. Triturate sequentially with methyl tert-butyl ether (2 L) and hexanes (2 L) and then fil...